From a dataset of the Open Reaction Database (ORD), a public repository of structured organic reaction records. describe an organic reaction: reactants, conditions, products, and yield Starting materials: ClCC(=O)NCC(=O)C1=CN(C2=C(C=CC=C12)OC)CC1CCCCC1 (2-chloro-N-[2-(1-cyclohexylmethyl-7-methoxy-1H-indol-3-yl)-2-oxoethyl]-acetamide), C(C)NCC (diethylamine), Cl (hydrogen chloride), salt. Solvent: O1CCCC1 (tetrahydrofuran), ClCCl (dichloromethane), O1CCCC1 (tetrahydrofuran), ClCCl (dichloromethane), [OH-].COC(=O)NS(=O)(=O)[N+](CC)(CC)CC ((methoxycarbonylsulfamoyl)triethylammonium hydroxide). Product: Cl.C1(CCCCC1)CN1C=C(C2=CC=CC(=C12)OC)C1=CN=C(O1)CN(CC)CC (1-(Cyclohexyl)methyl-3-{2-[(diethylamino)methyl]-[1,3]-oxazol-5-yl}-7-methoxy-1H-indole, hydrochloride salt), hydrochloride salt. Isolated yield 37.7%. Reaction SMILES: [Cl:1][CH2:2][C:3]([NH:5][CH2:6][C:7]([C:9]1[C:17]2[C:12](=[C:13]([O:18][CH3:19])[CH:14]=[CH:15][CH:16]=2)[N:11]([CH2:20][CH:21]2[CH2:26][CH2:25][CH2:24][CH2:23][CH2:22]2)[CH:10]=1)=[O:8])=O.[CH2:27]([NH:29][CH2:30][CH3:31])[CH3:28].Cl>O1CCCC1.[OH-].COC(NS([N+](CC)(CC)CC)(=O)=O)=O.ClCCl>[ClH:1].[CH:21]1([CH2:20][N:11]2[C:12]3[C:17](=[CH:16][CH:15]=[CH:14][C:13]=3[O:18][CH3:19])[C:9]([C:7]3[O:8][C:3]([CH2:2][N:29]([CH2:30][CH3:31])[CH2:27][CH3:28])=[N:5][CH:6]=3)=[CH:10]2)[CH2:26][CH2:25][CH2:24][CH2:23][CH2:22]1 |f:4.5,7.8|. Procedure: To a solution of 2-chloro-N-[2-(1-cyclohexylmethyl-7-methoxy-1H-indol-3-yl)-2-oxoethyl]-acetamide (200 mg, 0.53 mmol) in tetrahydrofuran (2 ml) was added diethylamine (0.55 ml, 5.3 mmol) and the reaction mixture subjected to microwave irradiation at 150° C. for 15 minutes. The reaction mixture was poured into a separating funnel and dichloromethane (30 ml) added. The organics were washed sequentially with 5% aqueous sodium carbonate and brine. The organics were dried over magnesium sulfate, filt... Starting materials: CC(C)(C)OC(=O)N1CCc2cn(-c3ccc(Br)cc3)nc2CC1, O=C([O-])[O-], CC1(C)c2cccc(P(c3ccccc3)c3ccccc3)c2Oc2c(P(c3ccccc3)c3ccccc3)cccc21, CCOC(C)=O, [Cs+], [Cs+], O=C(C=Cc1ccccc1)C=Cc1ccccc1, O=C(C=Cc1ccccc1)C=Cc1ccccc1, O=C1NCCO1, C1COCCO1, O=C(C=Cc1ccccc1)C=Cc1ccccc1, [Pd], [Pd]. The product is CC(C)(C)OC(=O)N1CCc2cn(-c3ccc(N4CCOC4=O)cc3)nc2CC1. Reaction SMILES: [Br:1][c:2]1[cH:3][cH:4][c:5](-[n:8]2[n:9][c:10]3[c:16]([cH:17]2)[CH2:15][CH2:14][N:13]([C:18](=[O:19])[O:20][C:21]([CH3:22])([CH3:23])[CH3:24])[CH2:12][CH2:11]3)[cH:6][cH:7]1.[C:73](=[O:74])([O-:75])[O-:76].[CH3:31][C:32]1([CH3:33])[c:34]2[cH:35][cH:36][cH:37][c:38]([P:39]([c:40]3[cH:41][cH:42][cH:43][cH:44][cH:45]3)[c:46]3[cH:47][cH:48][cH:49][cH:50][cH:51]3)[c:52]2[O:53][c:54]2[c:55]1[cH:56][cH:57][cH:58][c:59]2[P:60]([c:61]1[cH:62][cH:63][cH:64][cH:65][cH:66]1)[c:67]1[cH:68][cH:69][cH:70][cH:71][cH:72]1.[CH3:85][CH2:86][O:87][C:88](=[O:89])[CH3:90].[Cs+:77].[Cs+:78].[O:111]=[C:112]([CH:113]=[CH:114][c:115]1[cH:116][cH:117][cH:118][cH:119][cH:120]1)[CH:121]=[CH:122][c:123]1[cH:124][cH:125][cH:126][cH:127][cH:128]1.[O:129]=[C:130]([CH:131]=[CH:132][c:133]1[cH:134][cH:135][cH:136][cH:137][cH:138]1)[CH:139]=[CH:140][c:141]1[cH:142][cH:143][cH:144][cH:145][cH:146]1.[O:25]1[C:26](=[O:30])[NH:27][CH2:28][CH2:29]1.[O:79]1[CH2:80][CH2:81][O:82][CH2:83][CH2:84]1.[O:93]=[C:94]([CH:95]=[CH:96][c:97]1[cH:98][cH:99][cH:100][cH:101][cH:102]1)[CH:103]=[CH:104][c:105]1[cH:106][cH:107][cH:108][cH:109][cH:110]1.[Pd:91].[Pd:92]>>[c:2]1([N:27]2[C:26](=[O:30])[O:25][CH2:29][CH2:28]2)[cH:3][cH:4][c:5](-[n:8]2[n:9][c:10]3[c:16]([cH:17]2)[CH2:15][CH2:14][N:13]([C:18](=[O:19])[O:20][C:21]([CH3:22])([CH3:23])[CH3:24])[CH2:12][CH2:11]3)[cH:6][cH:7]1. The reactants are O=[N+]([O-])c1ccc(Br)cn1, O=C([O-])[O-], CCCC[N+](CCCC)(CCCC)CCCC, CC1CNCC(C)O1, CS(C)=O, CCOC(C)=O, [I-], [K+], [K+]. The product is CC1CN(c2ccc([N+](=O)[O-])nc2)CC(C)O1. RXN SMILES: [Br:1][c:2]1[cH:3][cH:4][c:5]([N+:8](=[O:9])[O-:10])[n:6][cH:7]1.[C:19](=[O:20])([O-:21])[O-:22].[CH2:26]([N+:27]([CH2:28][CH2:29][CH2:30][CH3:31])([CH2:32][CH2:33][CH2:34][CH3:35])[CH2:36][CH2:37][CH2:38][CH3:39])[CH2:40][CH2:41][CH3:42].[CH3:11][CH:12]1[O:13][CH:14]([CH3:18])[CH2:15][NH:16][CH2:17]1.[CH3:43][S:44]([CH3:45])=[O:46].[CH3:47][CH2:48][O:49][C:50](=[O:51])[CH3:52].[I-:25].[K+:23].[K+:24]>>[c:2]1([N:16]2[CH2:15][CH:14]([CH3:18])[O:13][CH:12]([CH3:11])[CH2:17]2)[cH:3][cH:4][c:5]([N+:8](=[O:9])[O-:10])[n:6][cH:7]1.